Dataset: the Open Reaction Database (ORD), a public repository of structured organic reaction records. Task: describe an organic reaction: reactants, conditions, products, and yield Reactants: ClCCl, CN(C)C=O, CC(C)c1ccc(C(=O)O)cc1, O=S(Cl)Cl. The product is CC(C)c1ccc(C(=O)O)cc1, [Cl-]. As a reaction SMILES: [CH2:22]([Cl:23])[Cl:24].[CH3:17][N:18]([CH3:19])[CH:20]=[O:21].[CH:1]([CH3:2])([CH3:3])[c:4]1[cH:5][cH:6][c:7]([C:8](=[O:9])[OH:10])[cH:11][cH:12]1.[S:13]([Cl:14])([Cl:15])=[O:16]>>[CH:1]([CH3:2])([CH3:3])[c:4]1[cH:5][cH:6][c:7]([C:8](=[O:9])[OH:10])[cH:11][cH:12]1.[Cl-:15]. Starting materials: CCN=C=NCCCN(C)C, CCN(C(C)C)C(C)C, Cl, NCC(=O)N1CCC(Oc2ccccc2Cl)CC1, CN(C)C=O, O, On1nnc2ccccc21, O=C(O)c1cn2cc(-n3cccn3)ccc2n1. Yields the product O=C(NCC(=O)N1CCC(Oc2ccccc2Cl)CC1)c1cn2cc(-n3cccn3)ccc2n1. Reaction SMILES: [CH3:20][CH2:21][N:22]=[C:23]=[N:24][CH2:25][CH2:26][CH2:27][N:28]([CH3:29])[CH3:30].[CH:1]([N:2]([CH2:3][CH3:4])[CH:5]([CH3:6])[CH3:7])([CH3:8])[CH3:9].[ClH:48].[NH2:49][CH2:50][C:51](=[O:52])[N:53]1[CH2:54][CH2:55][CH:56]([O:59][c:60]2[c:61]([Cl:66])[cH:62][cH:63][cH:64][cH:65]2)[CH2:57][CH2:58]1.[O:67]=[CH:68][N:69]([CH3:70])[CH3:71].[OH2:72].[OH:10][n:11]1[c:12]2[c:13]([cH:14][cH:15][cH:16][cH:17]2)[n:18][n:19]1.[n:31]1(-[c:36]2[cH:37][cH:38][c:39]3[n:40]([cH:41]2)[cH:42][c:43]([C:45](=[O:46])[OH:47])[n:44]3)[n:32][cH:33][cH:34][cH:35]1>>[n:31]1(-[c:36]2[cH:37][cH:38][c:39]3[n:40]([cH:41]2)[cH:42][c:43]([C:45](=[O:47])[NH:49][CH2:50][C:51](=[O:52])[N:53]2[CH2:54][CH2:55][CH:56]([O:59][c:60]4[c:61]([Cl:66])[cH:62][cH:63][cH:64][cH:65]4)[CH2:57][CH2:58]2)[n:44]3)[n:32][cH:33][cH:34][cH:35]1. Reactants: [Li]CCCC, CC1=C(C)C(C)C(C)C1=O, CC1(c2ccccc2Br)OCCO1, Cc1ccccc1, CCOCC, CCCCCC, O. The product is CC1=C(C)C(O)(c2ccccc2C2(C)OCCO2)C(C)C1C. Reaction SMILES: [CH2:14]([Li:15])[CH2:16][CH2:17][CH3:18].[CH3:19][C:20]1=[C:24]([CH3:25])[CH:23]([CH3:26])[CH:22]([CH3:27])[C:21]1=[O:28].[CH3:1][C:2]1([c:7]2[c:8]([Br:13])[cH:9][cH:10][cH:11][cH:12]2)[O:3][CH2:4][CH2:5][O:6]1.[CH3:29][c:30]1[cH:31][cH:32][cH:33][cH:34][cH:35]1.[CH3:36][CH2:37][O:38][CH2:39][CH3:40].[CH3:41][CH2:42][CH2:43][CH2:44][CH2:45][CH3:46].[OH2:47]>>[CH3:1][C:2]1([c:7]2[c:8]([C:21]3([OH:28])[C:20]([CH3:19])=[C:24]([CH3:25])[CH:23]([CH3:26])[CH:22]3[CH3:27])[cH:9][cH:10][cH:11][cH:12]2)[O:3][CH2:4][CH2:5][O:6]1. Reactants: C(C)(C)(C)OC(N[C@H]1CN(CC1)C(CN1CCC(CC1)OC(NC1=C(C=CC=C1)C1=CC=CC=C1)=O)=O)=O (((R)-1-{2-[4-(biphenyl-2-ylcarbamoyloxy)-piperidin-1-yl]-acetyl}-pyrrolidin-3-yl)-carbamic acid tert-butyl ester), C(=O)(C(F)(F)F)O (TFA), C([O-])(O)=O.[Na+] (sodium bicarbonate). Run in C(Cl)Cl (DCM). Reaction conditions: time 2 hour. Yields the product N[C@H]1CN(CC1)C(CN1CCC(CC1)OC(NC1=C(C=CC=C1)C1=CC=CC=C1)=O)=O (Biphenyl-2-yl-carbamic acid 1-[2-((R)-3-amino-pyrrolidin-1-yl)-2-oxo-ethyl]-piperidin-4-yl ester). Reaction SMILES: C(OC(=O)[NH:7][C@@H:8]1[CH2:12][CH2:11][N:10]([C:13](=[O:37])[CH2:14][N:15]2[CH2:20][CH2:19][CH:18]([O:21][C:22](=[O:36])[NH:23][C:24]3[CH:29]=[CH:28][CH:27]=[CH:26][C:25]=3[C:30]3[CH:35]=[CH:34][CH:33]=[CH:32][CH:31]=3)[CH2:17][CH2:16]2)[CH2:9]1)(C)(C)C.C(O)(C(F)(F)F)=O.C(=O)(O)[O-].[Na+]>C(Cl)Cl>[NH2:7][C@@H:8]1[CH2:12][CH2:11][N:10]([C:13](=[O:37])[CH2:14][N:15]2[CH2:20][CH2:19][CH:18]([O:21][C:22](=[O:36])[NH:23][C:24]3[CH:29]=[CH:28][CH:27]=[CH:26][C:25]=3[C:30]3[CH:35]=[CH:34][CH:33]=[CH:32][CH:31]=3)[CH2:17][CH2:16]2)[CH2:9]1 |f:2.3|. Procedure details: A solution of ((R)-1-{2-[4-(biphenyl-2-ylcarbamoyloxy)-piperidin-1-yl]-acetyl}-pyrrolidin-3-yl)-carbamic acid tert-butyl ester (Intermediate Z2) (1.17 g, 2.24 mmol) in DCM (10 ml) is treated with TFA (5 ml) and stirred at room temperature for 2 hours. The solution is basified by addition of saturated sodium bicarbonate solution and then extracted with DCM. The combined organic portions are washed with water, brine, dried (MgSO4) and concentrated in vacuo to yield the title product. [MH+ 423.20]. The reactants are ClC=1C=NC=C(C1SC1=C(C=C(S1)C(=O)O)[N+](=O)[O-])Cl (5-[(3,5-dichloro-4-pyridyl)sulfanyl]-4-nitro-thiophene-2-carboxylic acid), NC1CN(CC1)C(=O)OC(C)(C)C (tert-butyl 3-aminopyrrolidine-1-carboxylate). Product: ClC=1C=NC=C(C1SC1=C(C=C(S1)C(=O)NC1CN(CC1)C(=O)OC(C)(C)C)[N+](=O)[O-])Cl (tert-butyl 3-(5-((3,5-dichloropyridin-4-yl)thio)-4-nitrothiophene-2-carboxamido)pyrrolidine-1-carboxylate), solid. Yield: 70.0%. As a reaction SMILES: [Cl:1][C:2]1[CH:3]=[N:4][CH:5]=[C:6]([Cl:20])[C:7]=1[S:8][C:9]1[S:13][C:12]([C:14]([OH:16])=O)=[CH:11][C:10]=1[N+:17]([O-:19])=[O:18].[NH2:21][CH:22]1[CH2:26][CH2:25][N:24]([C:27]([O:29][C:30]([CH3:33])([CH3:32])[CH3:31])=[O:28])[CH2:23]1>>[Cl:20][C:6]1[CH:5]=[N:4][CH:3]=[C:2]([Cl:1])[C:7]=1[S:8][C:9]1[S:13][C:12]([C:14]([NH:21][CH:22]2[CH2:26][CH2:25][N:24]([C:27]([O:29][C:30]([CH3:33])([CH3:32])[CH3:31])=[O:28])[CH2:23]2)=[O:16])=[CH:11][C:10]=1[N+:17]([O-:19])=[O:18]. Procedure details: Prepared according to the procedure described for example 70 from 5-[(3,5-dichloro-4-pyridyl)sulfanyl]-4-nitro-thiophene-2-carboxylic acid (3.0 g, 8.5 mmol) 2-(7-Aza-1H-benzotriazole-1-yl)-1,1,3,3-tetramethyluronium hexafluorophosphate (HATU) (3.5 g, 9.3 mmol) and tert-butyl 3-aminopyrrolidine-1-carboxylate (1.86 g, 0.52 mmol). The title compound was obtained as a solid (3.1 g, 70% yield). 1H NMR (400 MHz, d6-DMSO) δ: 8.98 (2H, s), 8.91 (1H, m), 8.52 (1H, s), 4.29 (1H, m), 3.49 (1H, m), 3.30 (1H...